From a dataset of the Open Reaction Database (ORD), a public repository of structured organic reaction records. describe an organic reaction: reactants, conditions, products, and yield Starting materials: ClC1=NC=C(C(=N1)NC1=CC2=C(C=C1)OCCO2)F (2-chloro-N4-(3,4-ethylenedioxyphenyl)-5-fluoro-4-pyrimidineamine), ClC1=NC=C(C(=N1)Cl)F (2,4-dichloro-5-fluoropyrimidine), NCC(O)C1=CC=CC=C1 (2-amino-1-phenylethanol). The product is ClC1=NC=C(C(=N1)NCC(C1=CC=CC=C1)O)F (2-chloro-5-fluoro-N4-(2-hydroxy-2-phenylethyl)-4-pyrimidineamine). Reaction SMILES: ClC1N=C(NC2C=CC3OCCOC=3C=2)C(F)=CN=1.[Cl:20][C:21]1[N:26]=[C:25](Cl)[C:24]([F:28])=[CH:23][N:22]=1.[NH2:29][CH2:30][CH:31]([C:33]1[CH:38]=[CH:37][CH:36]=[CH:35][CH:34]=1)[OH:32]>>[Cl:20][C:21]1[N:26]=[C:25]([NH:29][CH2:30][CH:31]([OH:32])[C:33]2[CH:38]=[CH:37][CH:36]=[CH:35][CH:34]=2)[C:24]([F:28])=[CH:23][N:22]=1. Reported procedure: In a manner similar to the preparation of 2-chloro-N4-(3,4-ethylenedioxyphenyl)-5-fluoro-4-pyrimidineamine, 2,4-dichloro-5-fluoropyrimidine and 2-amino-1-phenylethanol were reacted to yield 2-chloro-5-fluoro-N4-(2-hydroxy-2-phenylethyl)-4-pyrimidineamine. 1H NMR (CDCl3): δ 7.88 (d, 1H, J=3.0 Hz), 7.41–7.32 (m, 5H), 5.71 (bs, 1H), 4.97 (d, 1H, J=8.1 Hz), 3.98 (m, 1H), 3.56 (m, 1H), 2.57 (s, 1H); 19F NMR (CDCl3): −45149; LCMS: ret. time: 22.27 min.; purity: 98%; MS (m/e): 263 (M+). Starting materials: OC1=CC=C(C=C1)C1=CC=C(C=C1)C(=O)O (4-hydroxybiphenyl-4'-carboxylic acid), C[C@H](CO)CC ((S)-2-methylbutyl alcohol), C1(=CC=C(C=C1)S(=O)(=O)O)C (p-toluenesulfonic acid). The product is OC1=CC=C(C=C1)C1=CC=C(C=C1)C(=O)OC[C@H](CC)C ((S)-2-methylbutyl 4-hydroxybiphenyl-4'-carboxylate). Yield: 41.0%. Reaction SMILES: [OH:1][C:2]1[CH:7]=[CH:6][C:5]([C:8]2[CH:13]=[CH:12][C:11]([C:14]([OH:16])=[O:15])=[CH:10][CH:9]=2)=[CH:4][CH:3]=1.[CH3:17][C@@H:18]([CH2:21][CH3:22])[CH2:19]O.C1(C)C=CC(S(O)(=O)=O)=CC=1>>[OH:1][C:2]1[CH:3]=[CH:4][C:5]([C:8]2[CH:13]=[CH:12][C:11]([C:14]([O:16][CH2:17][C@@H:18]([CH3:19])[CH2:21][CH3:22])=[O:15])=[CH:10][CH:9]=2)=[CH:6][CH:7]=1. Reported procedure: 3.75 g of 4-hydroxybiphenyl-4'-carboxylic acid was heated under reflux together with (S)-2-methylbutyl alcohol in the presence of 0.10 g of p-toluenesulfonic acid for about 6 hours. Then the mixture was filtered to remove the unreacted 4-hydroxybiphenyl-4'-carboxylic acid. Next, the filtrate was evaporated and the unreacted (S)-2-methylbutyl alcohol was distilled off. The crystals thus obtained were recrystallized from 200 ml of n-hexane. Thus, 2.05 g of the corresponding colorless compound was ... Starting materials: ClC1=C(C=CC=C1)C1=[N+](CC=2N(C3=C1C=C(S3)CC)N=C(N2)C(=O)N)[O-] (6--(2-chlorophenyl)-8-ethyl-4H-thieno[3,2-f]-s-triazolo[1,5-a][1,4]diazepine-2-carboxamide-5-oxide), C(C)(=O)OC(C)=O (acetic anhydride). The product is C(C)(=O)OC1C=2N(C3=C(C(=N1)C1=C(C=CC=C1)Cl)C=C(S3)CC)N=C(N2)C(=O)N (4-acetoxy-6-(2-chlorophenyl)-8-ethyl-4H-thieno[3,2-f]-s-triazolo[1,5-a][1,4]diazepine-2-carboxamide). Reaction SMILES: [Cl:1][C:2]1[CH:7]=[CH:6][CH:5]=[CH:4][C:3]=1[C:8]1[C:14]2[CH:15]=[C:16]([CH2:18][CH3:19])[S:17][C:13]=2[N:12]2[N:20]=[C:21]([C:23]([NH2:25])=[O:24])[N:22]=[C:11]2[CH2:10][N+:9]=1[O-].[C:27]([O:30]C(=O)C)(=[O:29])[CH3:28]>>[C:27]([O:30][CH:10]1[N:9]=[C:8]([C:3]2[CH:4]=[CH:5][CH:6]=[CH:7][C:2]=2[Cl:1])[C:14]2[CH:15]=[C:16]([CH2:18][CH3:19])[S:17][C:13]=2[N:12]2[N:20]=[C:21]([C:23]([NH2:25])=[O:24])[N:22]=[C:11]12)(=[O:29])[CH3:28]. Procedure: A mixture of 1.2 g. of 6--(2-chlorophenyl)-8-ethyl-4H-thieno[3,2-f]-s-triazolo[1,5-a][1,4]diazepine-2-carboxamide-5-oxide and 20 ml. of acetic anhydride is heated at 90° to 95° C. for 50 minutes, and then the solvent is evaporated. The residue is washed with ether to give 4-acetoxy-6-(2-chlorophenyl)-8-ethyl-4H-thieno[3,2-f]-s-triazolo[1,5-a][1,4]diazepine-2-carboxamide as crystals. Recrystallization from ethyl acetate gives colorless prisms melting at 168° to 170° C.